This data is from the Open Reaction Database (ORD), a public repository of structured organic reaction records. The task is: describe an organic reaction: reactants, conditions, products, and yield The reactants are C1CCOC1, Oc1c(F)c(F)c(F)c(F)c1F, O, O=C(O)c1ccc(O)c([N+](=O)[O-])c1. Yields the product O=C(Oc1c(F)c(F)c(F)c(F)c1F)c1ccc(O)c([N+](=O)[O-])c1. As a reaction SMILES: [CH2:1]1[O:2][CH2:3][CH2:4][CH2:5]1.[F:19][c:20]1[c:21]([F:30])[c:22]([F:29])[c:23]([F:28])[c:24]([F:27])[c:25]1[OH:26].[OH2:31].[OH:6][c:7]1[c:8]([N+:16](=[O:17])[O-:18])[cH:9][c:10]([C:11](=[O:12])[OH:13])[cH:14][cH:15]1>>[OH:6][c:7]1[c:8]([N+:16](=[O:17])[O-:18])[cH:9][c:10]([C:11](=[O:12])[O:13][c:25]2[c:20]([F:19])[c:21]([F:30])[c:22]([F:29])[c:23]([F:28])[c:24]2[F:27])[cH:14][cH:15]1. The reactants are ClC1=C(C=C2C(C(=CN(C2=C1)CCF)C(=O)O)=O)F (7-chloro-6-fluoro-1-(2-fluoroethyl)-1,4-dihydro-4-oxoquinoline-3-carboxylic acid), CC1NCCNC1 (2-methylpiperazine). Solvent: N1=CC=CC=C1 (pyridine). Product: FC=1C=C2C(C(=CN(C2=CC1N1CC(NCC1)C)CCF)C(=O)O)=O (6-Fluoro-1-(2-fluoroethyl)-1,4-dihydro-7-(3-methyl-1-piperazinyl)-4-oxoquinoline-3-carboxylic acid). Isolated yield 33.8%. As a reaction SMILES: Cl[C:2]1[CH:11]=[C:10]2[C:5]([C:6](=[O:18])[C:7]([C:15]([OH:17])=[O:16])=[CH:8][N:9]2[CH2:12][CH2:13][F:14])=[CH:4][C:3]=1[F:19].[CH3:20][CH:21]1[CH2:26][NH:25][CH2:24][CH2:23][NH:22]1>N1C=CC=CC=1>[F:19][C:3]1[CH:4]=[C:5]2[C:10](=[CH:11][C:2]=1[N:25]1[CH2:24][CH2:23][NH:22][CH:21]([CH3:20])[CH2:26]1)[N:9]([CH2:12][CH2:13][F:14])[CH:8]=[C:7]([C:15]([OH:17])=[O:16])[C:6]2=[O:18]. Reported procedure: A mixture of 1.50 g of 7-chloro-6-fluoro-1-(2-fluoroethyl)-1,4-dihydro-4-oxoquinoline-3-carboxylic acid, 1.60 g of 2-methylpiperazine and 8 ml of pyridine was heated for 11 hours under reflux. The solvent of the reaction mixture was evaporated and the residue was dissolved in hot water. After cooling of the solution, the precipitate was filtered and recrystallized from ethanol to give 0.62 g of the title compound as colorless needles, M.p. 226°-227° C.